Dataset: the Open Reaction Database (ORD), a public repository of structured organic reaction records. Task: describe an organic reaction: reactants, conditions, products, and yield The reactants are C([O-])(O)=O.[Na+] (sodium bicarbonate), IC (iodomethane), CC(C)(OC(=O)N[C@@H](CC1=CC=CC=C1)C(=O)O)C (N-[(1,1-dimethylethoxy)carbonyl]-L-phenylalanine). Solvent: CN(C=O)C (dimethylformamide). Product: CC(C)(OC(=O)N[C@@H](CC1=CC=CC=C1)C(=O)OC)C (N-[(1,1-dimethylethoxy)carbonyl]-L-phenylalanine, methyl ester). The yield is 99.7%. As a reaction SMILES: [CH3:1][C:2]([CH3:19])([O:4][C:5]([NH:7][C@H:8]([C:16]([OH:18])=[O:17])[CH2:9][C:10]1[CH:15]=[CH:14][CH:13]=[CH:12][CH:11]=1)=[O:6])[CH3:3].[C:20](=O)(O)[O-].[Na+].IC>CN(C)C=O>[CH3:3][C:2]([CH3:19])([O:4][C:5]([NH:7][C@H:8]([C:16]([O:18][CH3:20])=[O:17])[CH2:9][C:10]1[CH:15]=[CH:14][CH:13]=[CH:12][CH:11]=1)=[O:6])[CH3:1] |f:1.2|. Procedure details: To a solution containing N-[(1,1-dimethylethoxy)carbonyl]-L-phenylalanine (10 g, 37.7 mmole) in dimethylformamide (40 ml) is added solid sodium bicarbonate (4.75 g, 56.6 mmole) and iodomethane (16 g, 113 mmole). The mixture is heated at 40° under argon for 12 hours, the cooled and the reaction mixture partitioned between water (150 ml) and ether (250 ml). The organic layer is rinsed with 2% aqueous sodium bicarbonate (2×100 ml), 2% aqueous sodium bisulfite (100 ml), water (2 ×100 ml), and brine,... Reactants: C(CCC)[Li] (n-butyl lithium), CC(CC[Si](Cl)(Cl)CCCCCC)CCCC(C)C (3,7-dimethyloctyl-n-hexyl-dichlorosilane), BrC1=C(SC(=C1)[Si](C)(C)C)C=1SC(=CC1Br)[Si](C)(C)C (3,3′-dibromo-5,5′-bis(trimethylsilyl)-2,2′-bithiophene), BrC1=C(SC(=C1)[Si](C)(C)C)C=1SC(=CC1Br)[Si](C)(C)C (3,3′-dibromo-5,5′-bis(trimethylsilyl)-2,2′-bithiophene), O (water). Solvent: CCCCCC (hexane), O1CCCC1 (tetrahydrofuran). Reaction conditions: temperature -78 celsius, time 20 minute. Product: CC(CC[Si]1(C2=C(C3=C1C=CS3)SC=C2)CCCCCC)CCCC(C)C (4-(3,7-dimethyloctyl)-4-n-hexyldithieno[3,2-b:2′,3′-d]silole). Isolated yield 80.6%. As a reaction SMILES: Br[C:2]1[CH:6]=[C:5]([Si](C)(C)C)[S:4][C:3]=1[C:11]1[S:12][C:13]([Si](C)(C)C)=[CH:14][C:15]=1Br.C([Li])CCC.[CH3:26][CH:27]([CH2:39][CH2:40][CH2:41][CH:42]([CH3:44])[CH3:43])[CH2:28][CH2:29][Si:30]([CH2:33][CH2:34][CH2:35][CH2:36][CH2:37][CH3:38])(Cl)Cl.O>O1CCCC1.CCCCCC>[CH3:26][CH:27]([CH2:39][CH2:40][CH2:41][CH:42]([CH3:43])[CH3:44])[CH2:28][CH2:29][Si:30]1([CH2:33][CH2:34][CH2:35][CH2:36][CH2:37][CH3:38])[C:2]2[CH:6]=[CH:5][S:4][C:3]=2[C:11]2[S:12][CH:13]=[CH:14][C:15]1=2. Procedure: 3,3′-dibromo-5,5′-bis(trimethylsilyl)-2,2′-bithiophene (Compound E4, synthesized in accordance with WO 2010/136353, 11.4 g, 24.3 mmol) was placed in a 500 mL four-necked flask in a nitrogen atmosphere, and dissolved in tetrahydrofuran (200 mL). This was cooled to −78° C., and a solution of n-butyl lithium in hexane (KANTO CHEMICAL CO., INC., 1.59 M, 32.1 mL) was added dropwise. After about 20 minutes of agitation, the 3,7-dimethyloctyl-n-hexyl-dichlorosilane (Compound E24, 9.5 g) synthesized in ... Starting materials: CC#N, CCOC(=O)C1=C(C)NC(CCl)=C(C(=O)OCC)C1c1cccc([N+](=O)[O-])c1, c1ccc(P(c2ccccc2)c2ccccc2)cc1. Product: CCOC(=O)C1=C(C)NC(C[P+](c2ccccc2)(c2ccccc2)c2ccccc2)=C(C(=O)OCC)C1c1cccc([N+](=O)[O-])c1, [Cl-]. As a reaction SMILES: [CH3:48][C:49]#[N:50].[Cl:1][CH2:2][C:3]1=[C:8]([C:9](=[O:10])[O:11][CH2:12][CH3:13])[CH:7]([c:14]2[cH:15][c:16]([N+:20](=[O:21])[O-:22])[cH:17][cH:18][cH:19]2)[C:6]([C:23](=[O:24])[O:25][CH2:26][CH3:27])=[C:5]([CH3:28])[NH:4]1.[c:29]1([P:35]([c:36]2[cH:37][cH:38][cH:39][cH:40][cH:41]2)[c:42]2[cH:43][cH:44][cH:45][cH:46][cH:47]2)[cH:30][cH:31][cH:32][cH:33][cH:34]1>>[CH2:2]([C:3]1=[C:8]([C:9](=[O:10])[O:11][CH2:12][CH3:13])[CH:7]([c:14]2[cH:15][c:16]([N+:20](=[O:21])[O-:22])[cH:17][cH:18][cH:19]2)[C:6]([C:23](=[O:24])[O:25][CH2:26][CH3:27])=[C:5]([CH3:28])[NH:4]1)[P+:35]([c:29]1[cH:30][cH:31][cH:32][cH:33][cH:34]1)([c:36]1[cH:37][cH:38][cH:39][cH:40][cH:41]1)[c:42]1[cH:43][cH:44][cH:45][cH:46][cH:47]1.[Cl-:1]. Reactants: C(C)O (ethanol), C(C)(C)(C)NC(=S)NC(CO)C1=CC=C(C=C1)OC (N-(tert-butyl)-N′-[1-(4-methoxyphenyl)-2-hydroxyethyl]thiourea), Cl (hydrochloric acid), O (water). Run in C(C)OCC (diethyl ether). Conditions: temperature 100 celsius, time 1 hour. The product is COC1=CC=C(C=C1)C1N=C(SC1)N (4-(4-methoxyphenyl)-4,5-dihydro-1,3-thiazol-2-ylamine). The yield is 6.6%. As a reaction SMILES: C([NH:5][C:6]([NH:8][CH:9]([C:12]1[CH:17]=[CH:16][C:15]([O:18][CH3:19])=[CH:14][CH:13]=1)[CH2:10]O)=[S:7])(C)(C)C.Cl.O.C(O)C>C(OCC)C>[CH3:19][O:18][C:15]1[CH:16]=[CH:17][C:12]([CH:9]2[CH2:10][S:7][C:6]([NH2:5])=[N:8]2)=[CH:13][CH:14]=1. Procedure details: A mixture of 1.3 g of N-(tert-butyl)-N′-[1-(4-methoxyphenyl)-2-hydroxyethyl]thiourea in 12.3 cm3 of aqueous 6N hydrochloric acid is heated with stirring at a temperature in the region of 100° C. for 1 hour. The dense oil which precipitates is separated out after settling from the supernatant hydrochloric aqueous phase. After cooling to about 20° C., this aqueous phase is extracted with 5 cm3 of ethyl acetate and the resulting aqueous phase is then evaporated under reduced pressure (5 kPa) at a t... RXN SMILES: [BH4-:25].[CH3:1][O:2][C:3]([c:4]1[c:5]([NH:12][c:13]2[c:14]([F:23])[cH:15][c:16]([Si:19]([CH3:20])([CH3:21])[CH3:22])[cH:17][cH:18]2)[n:6][c:7]([C:10]#[N:11])[cH:8][cH:9]1)=[O:24].[CH3:27][OH:28].[Co:29]([Cl:30])[Cl:31].[Na+:26]>>[CH3:1][O:2][C:3]([c:4]1[c:5]([NH:12][c:13]2[c:14]([F:23])[cH:15][c:16]([Si:19]([CH3:20])([CH3:21])[CH3:22])[cH:17][cH:18]2)[n:6][c:7]([CH2:10][NH2:11])[cH:8][cH:9]1)=[O:24]. The product is COC(=O)c1ccc(CN)nc1Nc1ccc([Si](C)(C)C)cc1F. Starting materials: [BH4-], COC(=O)c1ccc(C#N)nc1Nc1ccc([Si](C)(C)C)cc1F, CO, Cl[Co]Cl, [Na+].